From a dataset of the Open Reaction Database (ORD), a public repository of structured organic reaction records. describe an organic reaction: reactants, conditions, products, and yield Starting materials: CC(=O)[O-], CC(=O)OC(C)=O, ClCCl, [Na+], [Na+], [OH-], O=CC(O)C(O)C(OC1OC(CO)C(OC2OC(CO)C(O)C(O)C2O)C(O)C1O)C(O)CO. The product is CC(=O)OO, O=CC(O)C(O)C(OC1OC(CO)C(OC2OC(CO)C(O)C(O)C2O)C(O)C1O)C(O)CO. RXN SMILES: [CH3:36][C:37]([O-:38])=[O:39].[CH3:40][C:41](=[O:42])[O:43][C:44](=[O:45])[CH3:46].[Cl:47][CH2:48][Cl:49].[Na+:35].[Na+:51].[OH-:50].[OH:1][CH2:2][CH:3]([OH:4])[CH:5]([O:6][CH:7]1[O:8][CH:9]([CH2:10][OH:11])[CH:12]([O:13][CH:14]2[O:15][CH:16]([CH2:17][OH:18])[CH:19]([OH:20])[CH:21]([OH:22])[CH:23]2[OH:24])[CH:25]([OH:26])[CH:27]1[OH:28])[CH:29]([OH:30])[CH:31]([OH:32])[CH:33]=[O:34]>>[CH3:36][C:37]([O:38][OH:42])=[O:39].[OH:1][CH2:2][CH:3]([OH:4])[CH:5]([O:6][CH:7]1[O:8][CH:9]([CH2:10][OH:11])[CH:12]([O:13][CH:14]2[O:15][CH:16]([CH2:17][OH:18])[CH:19]([OH:20])[CH:21]([OH:22])[CH:23]2[OH:24])[CH:25]([OH:26])[CH:27]1[OH:28])[CH:29]([OH:30])[CH:31]([OH:32])[CH:33]=[O:34].